Dataset: the Open Reaction Database (ORD), a public repository of structured organic reaction records. Task: describe an organic reaction: reactants, conditions, products, and yield Reactants: C(C)(C)(C)OC(=O)C=1C(=C(C=CC1)[C@@H]1CC[C@H](CC1)NC)CNC (trans-4-(3-tert.butoxycarbonyl-methylaminomethylphenyl)-N-methylcyclohexylamine), ClC1=CC=C(C(=O)Cl)C=C1 (4-chlorobenzoylchloride). Yields the product C(C)(C)(C)OC(=O)C=1C(=C(C=CC1)[C@@H]1CC[C@H](CC1)N(C)C(C1=CC=C(C=C1)Cl)=O)CNC (trans-4-(3-tert.butoxycarbonyl-methylaminomethyl-phenyl)-N-(4-chlorobenzoyl)-N-methylcyclohexylamine). Reaction SMILES: [C:1]([O:5][C:6]([C:8]1[C:9]([CH2:22][NH:23][CH3:24])=[C:10]([C@H:14]2[CH2:19][CH2:18][C@H:17]([NH:20][CH3:21])[CH2:16][CH2:15]2)[CH:11]=[CH:12][CH:13]=1)=[O:7])([CH3:4])([CH3:3])[CH3:2].[Cl:25][C:26]1[CH:34]=[CH:33][C:29]([C:30](Cl)=[O:31])=[CH:28][CH:27]=1>>[C:1]([O:5][C:6]([C:8]1[C:9]([CH2:22][NH:23][CH3:24])=[C:10]([C@H:14]2[CH2:15][CH2:16][C@H:17]([N:20]([C:30](=[O:31])[C:29]3[CH:33]=[CH:34][C:26]([Cl:25])=[CH:27][CH:28]=3)[CH3:21])[CH2:18][CH2:19]2)[CH:11]=[CH:12][CH:13]=1)=[O:7])([CH3:4])([CH3:3])[CH3:2]. Procedure details: from trans-4-(3-tert.butoxycarbonyl-methylaminomethylphenyl)-N-methylcyclohexylamine and 4-chlorobenzoylchloride. Melting point: 134°-135° C. The reactants are C(C1=CC=CC=C1)OC(=O)NC(=N)C1=CC=C(C=C1)C1=NC=C(C=N1)C(=O)O (2-[4-[N-(benzyloxycarbonyl)-amidino]-phenyl]-5-carboxy-pyrimidine), N,N-carbonyl-diimidazole, Cl.C(C1=CC=CC=C1)OC(=O)CC1(CCNCC1)O (4-[(benzyloxycarbonyl)-methyl]-4-hydroxy-piperidine-hydrochloride), CN1CCOCC1 (N-methylmorpholine). The solvent is CN(C=O)C (dimethylformamide). Yields the product C(C1=CC=CC=C1)OC(=O)NC(=N)C1=CC=C(C=C1)C1=NC=C(C=N1)C(=O)N1CCC(CC1)(O)CC(=O)OCC1=CC=CC=C1 (2-[4-[N-(Benzyloxycarbonyl)-amidino]-phenyl]-5-[4-[(benzyloxycarbonyl)-methyl]-4-hydroxy-piperidinocarbonyl]-pyrimidine). Reaction SMILES: [CH2:1]([O:8][C:9]([NH:11][C:12]([C:14]1[CH:19]=[CH:18][C:17]([C:20]2[N:25]=[CH:24][C:23]([C:26](O)=[O:27])=[CH:22][N:21]=2)=[CH:16][CH:15]=1)=[NH:13])=[O:10])[C:2]1[CH:7]=[CH:6][CH:5]=[CH:4][CH:3]=1.Cl.[CH2:30]([O:37][C:38]([CH2:40][C:41]1([OH:47])[CH2:46][CH2:45][NH:44][CH2:43][CH2:42]1)=[O:39])[C:31]1[CH:36]=[CH:35][CH:34]=[CH:33][CH:32]=1.CN1CCOCC1>CN(C)C=O>[CH2:1]([O:8][C:9]([NH:11][C:12]([C:14]1[CH:19]=[CH:18][C:17]([C:20]2[N:21]=[CH:22][C:23]([C:26]([N:44]3[CH2:45][CH2:46][C:41]([CH2:40][C:38]([O:37][CH2:30][C:31]4[CH:36]=[CH:35][CH:34]=[CH:33][CH:32]=4)=[O:39])([OH:47])[CH2:42][CH2:43]3)=[O:27])=[CH:24][N:25]=2)=[CH:16][CH:15]=1)=[NH:13])=[O:10])[C:2]1[CH:7]=[CH:6][CH:5]=[CH:4][CH:3]=1 |f:1.2|. Procedure details: Prepared by reacting 2-[4-[N-(benzyloxycarbonyl)-amidino]-phenyl]-5-carboxy-pyrimidine with 1.2 equivalents of N,N-carbonyl-diimidazole in dimethylformamide at 5° C. followed by the addition of 1.2 equivalents of 4-[(benzyloxycarbonyl)-methyl]-4-hydroxy-piperidine-hydrochloride and 1.2 equivalents of N-methylmorpholine at ambient temperature. Reactants: CC=1N(C(=CC1)C)[C@@H]1C=C[C@@](C1)(C(=O)O)C(C)C ((1S,4S)-4-(2,5-dimethyl-1H-pyrrol-1-yl)-1-isopropylcyclopent-2-ene-1-carboxylic acid), FC(C=1C=NC=2CCNCC2C1)(F)F (3-(trifluoromethyl)-5,6,7,8-tetrahydro-1,6-naphthyridine). Product: CC=1N(C(=CC1)C)[C@@H]1C=C[C@](C1)(C(C)C)C(=O)N1CC=2C=C(C=NC2CC1)C(F)(F)F (6-{[(1S,4S)-4-(2,5-dimethyl-1H-pyrrol-1-yl)-1-isopropylcyclopent-2-en-1-yl]carbonyl}-3-(trifluoromethyl)-5,6,7,8-tetrahydro-1,6-naphthyridine). As a reaction SMILES: [CH3:1][C:2]1[N:3]([C@H:8]2[CH2:12][C@@:11]([CH:16]([CH3:18])[CH3:17])([C:13]([OH:15])=O)[CH:10]=[CH:9]2)[C:4]([CH3:7])=[CH:5][CH:6]=1.[F:19][C:20]([F:32])([F:31])[C:21]1[CH:22]=[N:23][C:24]2[CH2:25][CH2:26][NH:27][CH2:28][C:29]=2[CH:30]=1>>[CH3:7][C:4]1[N:3]([C@H:8]2[CH2:12][C@:11]([C:13]([N:27]3[CH2:26][CH2:25][C:24]4[N:23]=[CH:22][C:21]([C:20]([F:19])([F:31])[F:32])=[CH:30][C:29]=4[CH2:28]3)=[O:15])([CH:16]([CH3:18])[CH3:17])[CH:10]=[CH:9]2)[C:2]([CH3:1])=[CH:6][CH:5]=1. Reported procedure: reacting (1S,4S)-4-(2,5-dimethyl-1H-pyrrol-1-yl)-1-isopropylcyclopent-2-ene-1-carboxylic acid with 3-(trifluoromethyl)-5,6,7,8-tetrahydro-1,6-naphthyridine to form 6-{[(1S,4S)-4-(2,5-dimethyl-1H-pyrrol-1-yl)-1-isopropylcyclopent-2-en-1-yl]carbonyl}-3-(trifluoromethyl)-5,6,7,8-tetrahydro-1,6-naphthyridine; The reactants are BrN1C(CCC1=O)=O (N-bromosuccinimide), BrC=1C=C2CCOC(C2=CC1)=O (6-Bromo-3,4-dihydro-1H-isochromen-1-one), C(C1=CC=CC=C1)(=O)OOC(C1=CC=CC=C1)=O (benzoyl peroxide). The solvent is C(Cl)(Cl)(Cl)Cl (CCl4). Product: BrC1COC(C2=CC=C(C=C12)Br)=O (4,6-Dibromo-3,4-dihydro-1H-isochromen-1-one). Reaction SMILES: [Br:1][C:2]1[CH:3]=[C:4]2[C:9](=[CH:10][CH:11]=1)[C:8](=[O:12])[O:7][CH2:6][CH2:5]2.[Br:13]N1C(=O)CCC1=O.C(OOC(=O)C1C=CC=CC=1)(=O)C1C=CC=CC=1>C(Cl)(Cl)(Cl)Cl>[Br:13][CH:5]1[C:4]2[C:9](=[CH:10][CH:11]=[C:2]([Br:1])[CH:3]=2)[C:8](=[O:12])[O:7][CH2:6]1. Procedure: 6-Bromo-3,4-dihydro-1H-isochromen-1-one (3.0 g, 13 mmol) was dissolved in CCl4 (150 ml) then added N-bromosuccinimide (2.4 g, 13 mmol) followed by benzoyl peroxide (0.096 g, 0.40 mmol) and refluxed for 3 hours. Filtered and concentrated then chromatographed through a 120 g ISCO Redi-sep. column and eluted with 0-25% EtOAc/Hexane to yield the title compound. LC-MS (IE, m/z): 306.9 [M+1]+.